From a dataset of the Open Reaction Database (ORD), a public repository of structured organic reaction records. describe an organic reaction: reactants, conditions, products, and yield Reactants: O=C[C@@H](O)[C@@H](O)[C@H](O)[C@@H](O)CO (L-gulose). The solvent is O (water). Product: [C@H]12[C@@H](O)[C@@H](O)[C@H](O)[C@@H](O1)CO2 (1,6-Anhydro-α-L-gulopyranose). RXN SMILES: O=[CH:2][C@H:3]([C@H:5]([C@@H:7]([C@H:9]([CH2:11][OH:12])[OH:10])[OH:8])[OH:6])[OH:4]>O>[C@@H:11]12[O:12][CH2:2][C@H:3]([O:4]1)[C@@H:5]([OH:6])[C@H:7]([OH:8])[C@@H:9]2[OH:10]. Procedure: Syrupy L-gulose was heated on a steam bath in water with strong acid resin (Dowex 50 W-X8, H+ form) for 64 h. The solution was then filtered, the resin washed with water, and the combined filtrate was passed onto a column packed with strong base resin (Amberlite IRA-900, OH- form). The column was washed with distilled water to elute the title compound which crystallized from ethanol. Recrystallized from ethanol it has mp 155.5°-156.5° C. The column was then immediately washed with aqueous acetic... Reactants: [CH2]C, C1CCOC1, CCOC(C)=O, Cl, CC(=O)C=Cc1ccccc1. Product: CCOC(=O)CC(C)(O)C=Cc1ccccc1. RXN SMILES: [CH2:1][CH3:2].[CH2:21]1[O:22][CH2:23][CH2:24][CH2:25]1.[CH3:15][CH2:16][O:17][C:18]([CH3:19])=[O:20].[ClH:14].[c:3]1([CH:9]=[CH:10][C:11]([CH3:12])=[O:13])[cH:4][cH:5][cH:6][cH:7][cH:8]1>>[c:3]1([CH:9]=[CH:10][C:11]([CH3:12])([OH:13])[CH2:19][C:18]([O:17][CH2:16][CH3:15])=[O:20])[cH:4][cH:5][cH:6][cH:7][cH:8]1. Starting materials: FC1=C(C=C(C=C1)NC(OC(C)(C)C)=O)[C@]1(NC([C@](CC1(F)F)(C)F)=S)C (tert-butyl (4-fluoro-3-((2R,5R)-3,3,5-trifluoro-2,5-dimethyl-6-thioxopiperidin-2-yl)phenyl)carbamate), C(=O)(C(F)(F)F)O (TFA). The solvent is ClCCl (dichloromethane), C1(=CC=CC=C1)C (toluene). Run at temperature 0 celsius, time 20 minute. The product is NC=1C=CC(=C(C1)[C@@]1(C(C[C@@](C(N1)=S)(C)F)(F)F)C)F ((3R,6R)-6-(5-amino-2-fluorophenyl)-3,5,5-trifluoro-3,6-dimethylpiperidine-2-thione). The yield is 95.3%. RXN SMILES: [F:1][C:2]1[CH:7]=[CH:6][C:5]([NH:8]C(=O)OC(C)(C)C)=[CH:4][C:3]=1[C@:16]1([CH3:27])[C:21]([F:23])([F:22])[CH2:20][C@:19]([F:25])([CH3:24])[C:18](=[S:26])[NH:17]1.C(O)(C(F)(F)F)=O>ClCCl.C1(C)C=CC=CC=1>[NH2:8][C:5]1[CH:6]=[CH:7][C:2]([F:1])=[C:3]([C@@:16]2([CH3:27])[NH:17][C:18](=[S:26])[C@@:19]([F:25])([CH3:24])[CH2:20][C:21]2([F:23])[F:22])[CH:4]=1. Procedure details: tert-butyl (4-fluoro-3-((2R,5R)-3,3,5-trifluoro-2,5-dimethyl-6-thioxopiperidin-2-yl)phenyl)carbamate (816 mg, 2.01 mmol) was dissolved in dichloromethane (9.2 mL). The solution was cooled to 0° C. and TFA (4.6 mL, 59.5 mmol) was added. The solution was stirred at 0° C. for 1 h 20 min. The reaction was diluted with toluene (15 mL) and concentrated to approx. 10 mL under reduced pressure. The residue was diluted with ethyl acetate (50 mL) and washed with saturated aqueous NaHCO3 (25 mL). The phase... The reactants are O (water), NC1=C(C=C(C=C1)C)O (2-amino-5-methyl-phenol), N1C=NC=C1 (imidazole), CC(C)(C)[Si](C)(C)Cl (TBDMSCl). The solvent is CN(C)C=O (DMF). Run at time 3 hour. The product is C(C)(C)(C)[Si](OC1=C(C=CC(=C1)C)N)(C)C (2-(tert-Butyl-dimethyl-silanyloxy)-4-methyl-phenylamine). Isolated yield 77.5%. RXN SMILES: [NH2:1][C:2]1[CH:7]=[CH:6][C:5]([CH3:8])=[CH:4][C:3]=1[OH:9].N1C=CN=C1.[CH3:15][C:16]([Si:19](Cl)([CH3:21])[CH3:20])([CH3:18])[CH3:17].O>CN(C=O)C>[C:16]([Si:19]([CH3:21])([CH3:20])[O:9][C:3]1[CH:4]=[C:5]([CH3:8])[CH:6]=[CH:7][C:2]=1[NH2:1])([CH3:18])([CH3:17])[CH3:15]. Reported procedure: To a solution of 2-amino-5-methyl-phenol (500 mg, 4.0 mmol) and imidazole (298 mg, 4.4 mmol) in DMF (5 ml) was added TBDMSCl (660 mg, 4.4 mmol). The reaction mixture was stirred at RT for 3 h then diluted into water and extracted with AcOEt. The organic fraction was dried over Na2SO4, filtered and evaporated to dryness. The resulting residue was purified by Combi-Flash Companion™ (Isco Inc.) column chromatography (SiO2; gradient elution, heptane/TBME containing 5% of 7M NH3 in MeOH 95:5→8:2) to ... Run at time 40 minute. Isolated yield 91.8%. As a reaction SMILES: C[O:2][C:3]([CH:5]1[CH2:9][N:8]([S:10]([CH3:13])(=[O:12])=[O:11])[CH:7]2[CH2:14][CH2:15][N:16]([C:17](=[O:33])[CH:18]([NH:25][C:26]([O:28][C:29]([CH3:32])([CH3:31])[CH3:30])=[O:27])[CH:19]3[CH2:24][CH2:23][CH2:22][CH2:21][CH2:20]3)[CH:6]12)=[O:4].[OH-].[Na+]>CO>[C:29]([O:28][C:26]([NH:25][CH:18]([CH:19]1[CH2:20][CH2:21][CH2:22][CH2:23][CH2:24]1)[C:17]([N:16]1[CH:6]2[CH:7]([N:8]([S:10]([CH3:13])(=[O:12])=[O:11])[CH2:9][CH:5]2[C:3]([OH:4])=[O:2])[CH2:14][CH2:15]1)=[O:33])=[O:27])([CH3:32])([CH3:30])[CH3:31] |f:1.2|. The product is C(C)(C)(C)OC(=O)NC(C(=O)N1CCC2N(CC(C21)C(=O)O)S(=O)(=O)C)C2CCCCC2 (4-(2-tert-Butoxycarbonylamino-2-cyclohexyl-acetyl)-1-methanesulfonyl-octahydro-pyrrolo[3,2-b]pyrrole-3-carboxylic acid). Solvent: CO (MeOH). The reactants are COC(=O)C1C2C(N(C1)S(=O)(=O)C)CCN2C(C(C2CCCCC2)NC(=O)OC(C)(C)C)=O (4-(2-tert-Butoxycarbonylamino-2-cyclohexyl-acetyl)-1-methanesulfonyl-octahydro-pyrrolo[3,2-b]pyrrole-3-carboxylic acid methyl ester), [OH-].[Na+] (NaOH). Procedure: A solution of 28 (1.1 g, 2.3 mmol) in MeOH (20 mL) was treated with 1M NaOH (10 mL) at ambient temperature. After 40 min, the solution was concentrated, acidified with 1M HCl until pH˜2, and extracted with EtOAc. The organic extracts were washed with brine, dried over anhydrous Na2SO4, filtered and concentrated to afford 29 (1.0 g) as a light yellow-colored foam which was used without further purification. 1H NMR (CDCl3, 300 MHz): δ5.23 (d, J=9.0 Hz, 1H), 4.71 (d, J=6.3 Hz, 1H), 4.33-4.16 (m, 2H... Reactants: COC1=C(C=CC(=C1)O)C=1N=C2N(NC(C=C2)=O)C1 (2-(2-Methoxy-4-hydroxyphenyl)-5H-imidazo[1,2-b]pyridazin-6-one), CS(=O)(=O)Cl (methanesulphonic acid chloride). The solvent is [OH-].[Na+] (sodium hydroxide), [OH-].[Na+] (sodium hydroxide). Yields the product COC1=C(C=CC(=C1)OS(=O)(=O)C)C=1N=C2N(N=C(C=C2)OS(=O)(=O)C)C1 (2-(2-Methoxy-4-methylsulphonyloxy-phenyl)-6-methylsulphonyloxy-imidazo[1,2-b]pyridazine). Reaction SMILES: [CH3:1][O:2][C:3]1[CH:8]=[C:7]([OH:9])[CH:6]=[CH:5][C:4]=1[C:10]1[N:11]=[C:12]2[CH:17]=[CH:16][C:15](=[O:18])[NH:14][N:13]2[CH:19]=1.[CH3:20][S:21](Cl)(=[O:23])=[O:22]>[OH-].[Na+]>[CH3:1][O:2][C:3]1[CH:8]=[C:7]([O:9][S:21]([CH3:20])(=[O:23])=[O:22])[CH:6]=[CH:5][C:4]=1[C:10]1[N:11]=[C:12]2[CH:17]=[CH:16][C:15]([O:18][S:21]([CH3:20])(=[O:23])=[O:22])=[N:14][N:13]2[CH:19]=1 |f:2.3|. Reported procedure: 0.3 g (1.17 mmol) of 2-(2-Methoxy-4-hydroxyphenyl)-5H-imidazo[1,2-b]pyridazin-6-one are dissolved in 10 ml of 1N sodium hydroxide solution. At 20° C., 1.3 g (1.17 mmol) of methanesulphonic acid chloride is added dropwise. By simultaneously adding 2N sodium hydroxide solution the pH is kept at 10-11. Reactants: CCOc1cccc(Cl)n1, O=[N+]([O-])O, O=S(=O)(O)O. The product is CCOc1ccc([N+](=O)[O-])c(Cl)n1. RXN SMILES: [Cl:1][c:2]1[n:3][c:4]([O:8][CH2:9][CH3:10])[cH:5][cH:6][cH:7]1.[OH:16][N+:17]([O-:18])=[O:19].[S:11](=[O:12])(=[O:13])([OH:14])[OH:15]>>[Cl:1][c:2]1[n:3][c:4]([O:8][CH2:9][CH3:10])[cH:5][cH:6][c:7]1[N+:17](=[O:16])[O-:18]. Reactants: C(C)(=O)NCC[C@H]1CCC2=CC=C(C=C12)OC ((R)-1-[2-(acetylamino)ethyl]-6-methoxyindan), O.NN (hydrazine hydrate). Solvent: [Cl-].[Na+].O (brine). Yields the product NCC[C@H]1CCC2=CC=C(C=C12)OC ((R)-1-(2aminoethyl)-6-methoxyindan). Yield: 97.1%. RXN SMILES: C([NH:4][CH2:5][CH2:6][C@@H:7]1[C:15]2[C:10](=[CH:11][CH:12]=[C:13]([O:16][CH3:17])[CH:14]=2)[CH2:9][CH2:8]1)(=O)C.O.NN>[Cl-].[Na+].O>[NH2:4][CH2:5][CH2:6][C@@H:7]1[C:15]2[C:10](=[CH:11][CH:12]=[C:13]([O:16][CH3:17])[CH:14]=2)[CH2:9][CH2:8]1 |f:1.2,3.4.5|. Procedure details: A mixture of (R)-1-[2-(acetylamino)ethyl]-6-methoxyindan (50 mg, 0.21 mmol) and hydrazine hydrate (1 ml) was heated under reflux for 26 hours under argon atmosphere. The reaction mixture was cooled, to which was added brine, followed by extraction with chloroform. The extract solution was washed with brine, followed by drying over anhydrous magnesium sulfate. The solvent was distilled off under reduced pressure to give 39 mg (yield 95%) of (R)-1-(2aminoethyl)-6-methoxyindan as an oily product. T...